Dataset: the Open Reaction Database (ORD), a public repository of structured organic reaction records. Task: describe an organic reaction: reactants, conditions, products, and yield The reactants are ClC1=NN=C(C=2C1=C(N(C2C)C2=CC=C(C=C2)OCC)C)C (1-chloro-6-(4-ethoxyphenyl)-4,5,7-trimethyl-6H-pyrrolo[3,4-d]pyridazine), CN (MeNH2), CCO (EtOH). Run in O (water). Run at temperature 120 celsius, time 10 minute. Product: C(C)OC1=CC=C(C=C1)N1C(=C2C(=NN=C(C2=C1C)C)NC)C (6-(4-ethoxyphenyl)-N,4,5,7-tetramethyl-6H-pyrrolo[3,4-d]pyridazin-1-amine). As a reaction SMILES: Cl[C:2]1[C:7]2=[C:8]([CH3:21])[N:9]([C:12]3[CH:17]=[CH:16][C:15]([O:18][CH2:19][CH3:20])=[CH:14][CH:13]=3)[C:10]([CH3:11])=[C:6]2[C:5]([CH3:22])=[N:4][N:3]=1.[CH3:23][NH2:24].CCO>O>[CH2:19]([O:18][C:15]1[CH:16]=[CH:17][C:12]([N:9]2[C:10]([CH3:11])=[C:6]3[C:7]([C:2]([NH:24][CH3:23])=[N:3][N:4]=[C:5]3[CH3:22])=[C:8]2[CH3:21])=[CH:13][CH:14]=1)[CH3:20]. Reported procedure: To a Personal Chemistry Microwave Synthesizer microwave vial was combined 1-chloro-6-(4-ethoxyphenyl)-4,5,7-trimethyl-6H-pyrrolo[3,4-d]pyridazine (200 mg, 0.64 mmol), MeNH2 (1 mL, 40% in H2O), and EtOH (1 mL). The vial was sealed and heated at 120° C. for 12 min. The reaction mixture was poured into water to afford crude 6-(4-ethoxyphenyl)-N,4,5,7-tetramethyl-6H-pyrrolo[3,4-d]pyridazin-1-amine. Purification by reverse phase preparative HPLC using a YMC CombiPrep Pro C1820×100 column (Gradient: 5... Reactants: O=C([O-])O, CC#N, Cc1ccc(S(=O)(=O)OC=CC2=C(C(=O)OC(c3ccccc3)c3ccccc3)N3C(=O)C(NC(=O)OC(C)(C)C)C3SC2)cc1, [Na+], O, Cc1ccc(S(=O)(=O)O)cc1. Yields the product Cc1ccc(S(=O)(=O)OC=CC2=C(C(=O)OC(c3ccccc3)c3ccccc3)N3C(=O)C(N)C3SC2)cc1. RXN SMILES: [C:59](=[O:60])([OH:61])[O-:62].[CH3:64][C:65]#[N:66].[CH:13]([c:14]1[cH:15][cH:16][cH:17][cH:18][cH:19]1)([c:20]1[cH:21][cH:22][cH:23][cH:24][cH:25]1)[O:26][C:27](=[O:28])[C:29]1=[C:36]([CH:37]=[CH:38][O:39][S:40](=[O:41])(=[O:42])[c:43]2[cH:44][cH:45][c:46]([CH3:47])[cH:48][cH:49]2)[CH2:35][S:34][CH:33]2[N:30]1[C:31](=[O:58])[CH:32]2[NH:50][C:51]([O:52][C:53]([CH3:54])([CH3:55])[CH3:56])=[O:57].[Na+:63].[OH2:1].[c:2]1([CH3:3])[cH:4][cH:5][c:6]([S:7]([OH:8])(=[O:9])=[O:10])[cH:11][cH:12]1>>[CH:13]([c:14]1[cH:15][cH:16][cH:17][cH:18][cH:19]1)([c:20]1[cH:21][cH:22][cH:23][cH:24][cH:25]1)[O:26][C:27](=[O:28])[C:29]1=[C:36]([CH:37]=[CH:38][O:39][S:40](=[O:41])(=[O:42])[c:43]2[cH:44][cH:45][c:46]([CH3:47])[cH:48][cH:49]2)[CH2:35][S:34][CH:33]2[N:30]1[C:31](=[O:58])[CH:32]2[NH2:50].